From a dataset of the Open Reaction Database (ORD), a public repository of structured organic reaction records. describe an organic reaction: reactants, conditions, products, and yield Starting materials: ice water, FC(C=1C=C(OC(C#N)C2=CC=C(C=C2)Cl)C=CC1)(F)F ((3-trifluoromethylphenoxy) (4-chlorophenyl)acetonitrile), [N-]=[N+]=[N-].[Na+] (sodium azide), [Cl-].[NH4+] (ammonium chloride). The solvent is CN(P(=O)(N(C)C)N(C)C)C (hexamethylphosphoramide). Conditions: time 19 hour. Product: FC(C=1C=C(OC(C2=CC=C(C=C2)Cl)C2=NN=NN2)C=CC1)(F)F (5-[α-(3-trifluoromethylphenoxy)-4-chlorobenzyl]tetrazole). As a reaction SMILES: [F:1][C:2]([F:21])([F:20])[C:3]1[CH:4]=[C:5]([CH:17]=[CH:18][CH:19]=1)[O:6][CH:7]([C:10]1[CH:15]=[CH:14][C:13]([Cl:16])=[CH:12][CH:11]=1)[C:8]#[N:9].[N-:22]=[N+:23]=[N-:24].[Na+].[Cl-].[NH4+]>CN(C)P(N(C)C)(N(C)C)=O>[F:21][C:2]([F:20])([F:1])[C:3]1[CH:4]=[C:5]([CH:17]=[CH:18][CH:19]=1)[O:6][CH:7]([C:8]1[NH:24][N:23]=[N:22][N:9]=1)[C:10]1[CH:15]=[CH:14][C:13]([Cl:16])=[CH:12][CH:11]=1 |f:1.2,3.4|. Reported procedure: A mixture of (3-trifluoromethylphenoxy) (4-chlorophenyl)acetonitrile (10.68 g.), sodium azide (2.40 g.), ammonium chloride (1.98 g.) and hexamethylphosphoramide (85 ml.) is stirred at 60°-63°C. overnight (19 hours). The reaction mixture is cooled, poured into one liter of ice water containing 25 ml. of concentrated hydrochloric acid and this solution is extracted with 5 × 100 ml. of ether. The ether extracts are combined, extracted with water and dried over sodium sulfate. The ether solution is ... Starting materials: C1CCOC1, CCOC(C)=O, COc1cc(OC)nc(C2(C#N)OC(=O)c3c(Cl)cccc32)n1, [Na+], [OH-]. The product is COc1cc(OC)nc(C2(O)OC(=O)c3c(Cl)cccc32)n1. RXN SMILES: [CH2:26]1[CH2:29][CH2:28][CH2:27][O:30]1.[CH3:31][CH2:32][O:33][C:34](=[O:35])[CH3:36].[Cl:1][c:2]1[cH:3][cH:4][cH:5][c:6]2[c:11]1[C:9](=[O:10])[O:8][C:7]2([c:12]1[n:13][c:14]([O:20][CH3:21])[cH:15][c:16]([O:18][CH3:19])[n:17]1)[C:22]#[N:23].[Na+:25].[OH-:24]>>[Cl:1][c:2]1[cH:3][cH:4][cH:5][c:6]2[c:11]1[C:9](=[O:10])[O:8][C:7]2([c:12]1[n:13][c:14]([O:20][CH3:21])[cH:15][c:16]([O:18][CH3:19])[n:17]1)[OH:30]. The reactants are 1c, C(C)(C)(C)OC(=O)N1C[C@]2(CC3=C(C=C2CC1)N(N=C3)C3=CC=C(C=C3)F)COCC ((R)-4a-ethoxymethyl-1-(4-fluorophenyl)-1,4,4a,5,7,8-hexahydro-1,2,6-triazacyclopenta[b]naphthalene-6-carboxylic acid tert-butyl ester), CN1C2=C(OCC1)C=C(C=N2)S(=O)(=O)Cl (4-methyl-3,4-dihydro-2H-pyrido[3,2-b][1,4]oxazine-7-sulfonyl chloride). The product is C(C)OC[C@@]12CC3=C(C=C2CCN(C1)S(=O)(=O)C1=CC=2OCC=NC2N=C1)N(N=C3)C3=CC=C(C=C3)F ((R)-4a-Ethoxymethyl-1-(4-fluorophenyl)-6-[[2H-pyrido[3.2-b]-1,4-oxazin-7-yl]sulfonyl]-1,4,7,8-tetrahydro-1,2,6-triazacyclopenta[b]naphthalene). As a reaction SMILES: C(OC([N:8]1[CH2:17][CH2:16][C:15]2[C@:10]([CH2:28][O:29][CH2:30][CH3:31])([CH2:11][C:12]3[CH:20]=[N:19][N:18]([C:21]4[CH:26]=[CH:25][C:24]([F:27])=[CH:23][CH:22]=4)[C:13]=3[CH:14]=2)[CH2:9]1)=O)(C)(C)C.C[N:33]1[CH2:38][CH2:37][O:36][C:35]2[CH:39]=[C:40]([S:43](Cl)(=[O:45])=[O:44])[CH:41]=[N:42][C:34]1=2>>[CH2:30]([O:29][CH2:28][C@@:10]12[CH2:9][N:8]([S:43]([C:40]3[CH:41]=[N:42][C:34]4[N:33]=[CH:38][CH2:37][O:36][C:35]=4[CH:39]=3)(=[O:45])=[O:44])[CH2:17][CH2:16][C:15]1=[CH:14][C:13]1[N:18]([C:21]3[CH:26]=[CH:25][C:24]([F:27])=[CH:23][CH:22]=3)[N:19]=[CH:20][C:12]=1[CH2:11]2)[CH3:31]. Procedure details: The title compound was prepared by the method of Preparation 1c using (R)-4a-ethoxymethyl-1-(4-fluorophenyl)-1,4,4a,5,7,8-hexahydro-1,2,6-triazacyclopenta[b]naphthalene-6-carboxylic acid tert-butyl ester and 4-methyl-3,4-dihydro-2H-pyrido[3,2-b][1,4]oxazine-7-sulfonyl chloride. LCMS (Method C): 540 (M+H)+, Retention time 11.9 minutes. Starting materials: NC1[C@@H]2N(C(=C(CS2)CSC2=CC(=NC=3N2N=C(N3)COC)C)C(=O)O)C1=O (7-amino-3-[(2-methoxymethyl-5-methyl-s-triazolo[1,5-a]pyrimidin-7-yl)thiomethyl]-3-cephem-4-carboxylic acid), CO (methanol), C1(=CC=CC=C1)C(=[N+]=[N-])C1=CC=CC=C1 (diphenyldiazomethane), C(C1=CC=CC=C1)(C1=CC=CC=C1)=NN (benzophenonehydrazone), mercuric oxide. Solvent: CCOCC (ether), C(Cl)Cl (methylene chloride), C(Cl)Cl (methylene chloride), CCCCCC (n-hexane). Conditions: time 8 hour. The product is NC1[C@@H]2N(C(=C(CS2)CSC2=CC(=NC=3N2N=C(N3)COC)C)C(=O)OC(C3=CC=CC=C3)C3=CC=CC=C3)C1=O (diphenylmethyl 7-amino-3-[(2-methoxymethyl-5-methyl-s-triazolo[1,5-a]pyrimidin-7-yl)thiomethyl]-3-cephem-4-carboxylate). RXN SMILES: [NH2:1][CH:2]1[C:27](=[O:28])[N:4]2[C:5]([C:24]([OH:26])=[O:25])=[C:6]([CH2:9][S:10][C:11]3[N:16]4[N:17]=[C:18]([CH2:20][O:21][CH3:22])[N:19]=[C:15]4[N:14]=[C:13]([CH3:23])[CH:12]=3)[CH2:7][S:8][C@H:3]12.CO.[C:31]1([C:37]([C:40]2[CH:45]=[CH:44][CH:43]=[CH:42][CH:41]=2)=[N+]=[N-])[CH:36]=[CH:35][CH:34]=[CH:33][CH:32]=1.C(=NN)(C1C=CC=CC=1)C1C=CC=CC=1>C(Cl)Cl.CCOCC.CCCCCC>[NH2:1][CH:2]1[C:27](=[O:28])[N:4]2[C:5]([C:24]([O:26][CH:37]([C:31]3[CH:36]=[CH:35][CH:34]=[CH:33][CH:32]=3)[C:40]3[CH:45]=[CH:44][CH:43]=[CH:42][CH:41]=3)=[O:25])=[C:6]([CH2:9][S:10][C:11]3[N:16]4[N:17]=[C:18]([CH2:20][O:21][CH3:22])[N:19]=[C:15]4[N:14]=[C:13]([CH3:23])[CH:12]=3)[CH2:7][S:8][C@H:3]12. Procedure: To a suspension comprising 30 g of 7-amino-3-[(2-methoxymethyl-5-methyl-s-triazolo[1,5-a]pyrimidin-7-yl)thiomethyl]-3-cephem-4-carboxylic acid, 170 ml of methanol and 510 ml of methylene chloride was added dropwise while stirring diphenyldiazomethane, which had been synthesized from 39.25 g of benzophenonehydrazone, 43.22 g of mercuric oxide (yellow) and 350 ml of n-hexane, in 50 ml of methylene chloride, and the mixture was stirred at room temperature overnight. After the reaction mixture was c... Reactants: O=C(Cl)c1ccccc1, C1CCOC1, NCCO. The product is O=C(NCCO)c1ccccc1. As a reaction SMILES: [C:5]([c:6]1[cH:7][cH:8][cH:9][cH:10][cH:11]1)(=[O:12])[Cl:13].[CH2:14]1[O:15][CH2:16][CH2:17][CH2:18]1.[NH2:1][CH2:2][CH2:3][OH:4]>>[NH:1]([CH2:2][CH2:3][OH:4])[C:5]([c:6]1[cH:7][cH:8][cH:9][cH:10][cH:11]1)=[O:12]. Starting materials: CNc1nc2c(cc1Br)C(C)CN(C(=O)C(F)(F)F)CC2, CO, [K+], [K+], O=C([O-])[O-], O. The product is CNc1nc2c(cc1Br)C(C)CNCC2. Reaction SMILES: [Br:1][c:2]1[cH:3][c:4]2[c:5]([n:18][c:19]1[NH:20][CH3:21])[CH2:6][CH2:7][N:8]([C:12](=[O:13])[C:14]([F:15])([F:16])[F:17])[CH2:9][CH:10]2[CH3:11].[CH3:28][OH:29].[K+:22].[K+:23].[O-:24][C:25]([O-:26])=[O:27].[OH2:30]>>[Br:1][c:2]1[cH:3][c:4]2[c:5]([n:18][c:19]1[NH:20][CH3:21])[CH2:6][CH2:7][NH:8][CH2:9][CH:10]2[CH3:11]. Reactants: Cc1ccc(N(C)C)cc1, Cc1ccccc1, COc1ccc2c(c1)C(=O)NCc1c(-c3nc(C4CC4)no3)ncn1-2, NN, O=P(Br)(Br)Br. The product is COc1ccc2c(c1)C(NN)=NCc1c(-c3nc(C4CC4)no3)ncn1-2. As a reaction SMILES: [CH3:26][N:27]([CH3:28])[c:29]1[cH:30][cH:31][c:32]([CH3:33])[cH:34][cH:35]1.[CH3:43][c:44]1[cH:45][cH:46][cH:47][cH:48][cH:49]1.[CH:1]1([c:4]2[n:5][o:6][c:7](-[c:9]3[n:10][cH:11][n:12]4[c:18]3[CH2:17][NH:16][C:15](=[O:19])[c:14]3[c:13]-4[cH:23][cH:22][c:21]([O:24][CH3:25])[cH:20]3)[n:8]2)[CH2:2][CH2:3]1.[NH2:41][NH2:42].[P:36]([Br:37])([Br:38])([Br:39])=[O:40]>>[CH:1]1([c:4]2[n:5][o:6][c:7](-[c:9]3[n:10][cH:11][n:12]4[c:18]3[CH2:17][N:16]=[C:15]([NH:41][NH2:42])[c:14]3[c:13]-4[cH:23][cH:22][c:21]([O:24][CH3:25])[cH:20]3)[n:8]2)[CH2:2][CH2:3]1. Product: CON(C)C(=O)c1ccc(NC(=O)c2cnccn2)cc1F. Reactants: CCN=C=NCCCN(C)C, Cl, CON(C)C(=O)c1ccc(N)cc1F, c1ccncc1, O=C(O)c1cnccn1. RXN SMILES: [CH2:11]([N:12]=[C:13]=[N:14][CH2:15][CH2:16][CH2:17][N:18]([CH3:19])[CH3:20])[CH3:21].[ClH:10].[NH2:22][c:23]1[cH:24][c:25]([F:35])[c:26]([C:27](=[O:28])[N:29]([CH3:30])[O:31][CH3:32])[cH:33][cH:34]1.[cH:36]1[cH:37][cH:38][n:39][cH:40][cH:41]1.[n:1]1[c:2]([C:7](=[O:8])[OH:9])[cH:3][n:4][cH:5][cH:6]1>>[n:1]1[c:2]([C:7](=[O:9])[NH:22][c:23]2[cH:24][c:25]([F:35])[c:26]([C:27](=[O:28])[N:29]([CH3:30])[O:31][CH3:32])[cH:33][cH:34]2)[cH:3][n:4][cH:5][cH:6]1.